Dataset: the Open Reaction Database (ORD), a public repository of structured organic reaction records. Task: describe an organic reaction: reactants, conditions, products, and yield Reactants: COC(=O)c1cncc(NC(=O)OC(C)(C)C)c1, O=C([O-])[O-], CCOC(C)=O, CO, Cl, [K+], [K+], O. Yields the product COC(=O)c1cncc(N)c1. As a reaction SMILES: [C:1]([O:2][C:3](=[O:4])[NH:8][c:9]1[cH:10][c:11]([C:15](=[O:16])[O:17][CH3:18])[cH:12][n:13][cH:14]1)([CH3:5])([CH3:6])[CH3:7].[C:26](=[O:27])([O-:28])[O-:29].[CH3:20][CH2:21][O:22][C:23](=[O:24])[CH3:25].[CH3:32][OH:33].[ClH:19].[K+:30].[K+:31].[OH2:34]>>[NH2:8][c:9]1[cH:10][c:11]([C:15](=[O:16])[O:17][CH3:18])[cH:12][n:13][cH:14]1. Reactants: CC[SiH](CC)CC, C1COCCO1, Cl, O=Cc1ccc(Oc2ccccc2)cc1, O=C1C=C(c2ccc(CO)cc2)S(=O)(=O)N1. Yields the product O=C1C=C(c2ccc(COCc3ccc(Oc4ccccc4)cc3)cc2)S(=O)(=O)N1. RXN SMILES: [CH2:32]([SiH:33]([CH2:34][CH3:35])[CH2:36][CH3:37])[CH3:38].[CH2:40]1[O:41][CH2:42][CH2:43][O:44][CH2:45]1.[ClH:39].[O:17]([c:18]1[cH:19][cH:20][cH:21][cH:22][cH:23]1)[c:24]1[cH:25][cH:26][c:27]([CH:28]=[O:29])[cH:30][cH:31]1.[OH:1][CH2:2][c:3]1[cH:4][cH:5][c:6]([C:9]2=[CH:10][C:11](=[O:16])[NH:12][S:13]2(=[O:14])=[O:15])[cH:7][cH:8]1>>[O:1]([CH2:2][c:3]1[cH:4][cH:5][c:6]([C:9]2=[CH:10][C:11](=[O:16])[NH:12][S:13]2(=[O:14])=[O:15])[cH:7][cH:8]1)[CH2:28][c:27]1[cH:26][cH:25][c:24]([O:17][c:18]2[cH:19][cH:20][cH:21][cH:22][cH:23]2)[cH:31][cH:30]1.